Dataset: the Open Reaction Database (ORD), a public repository of structured organic reaction records. Task: describe an organic reaction: reactants, conditions, products, and yield Starting materials: CN(C)CCN(C)C (TMEDA), CN(C)C=O (DMF), COCOC=1C=C(C(=O)NC(C)(C2=CC=CC=C2)C)C=CC1C (3-methoxymethoxy-4-methyl-N-(1-methyl-1-phenylethyl)benzamide). Solvent: C1CCOC1 (THF). Yields the product COCOC1=C2C(N(C(C2=CC=C1C)=O)C(C)(C1=CC=CC=C1)C)O (4-methoxymethoxy-5-methyl-3-hydroxy-2-(1-methyl-1-phenylethyl)isoindolinone). The yield is 79.5%. Reaction SMILES: [CH3:1][O:2][CH2:3][O:4][C:5]1[CH:6]=[C:7]([CH:20]=[CH:21][C:22]=1[CH3:23])[C:8]([NH:10][C:11]([CH3:19])([C:13]1[CH:18]=[CH:17][CH:16]=[CH:15][CH:14]=1)[CH3:12])=[O:9].CN(CCN(C)C)C.CN([CH:35]=[O:36])C>C1COCC1>[CH3:1][O:2][CH2:3][O:4][C:5]1[C:22]([CH3:23])=[CH:21][CH:20]=[C:7]2[C:6]=1[CH:35]([OH:36])[N:10]([C:11]([CH3:19])([C:13]1[CH:14]=[CH:15][CH:16]=[CH:17][CH:18]=1)[CH3:12])[C:8]2=[O:9]. Procedure: In a similar manner to Step 2 of Example 16, 3-methoxymethoxy-4-methyl-N-(1-methyl-1-phenylethyl)benzamide (3.40 g, 10.9 mmol) was dissolved in THF (130 mL), and the solution was treated with TMEDA (5.20 mL, 34.5 mmol), sec-butyl lithium-hexane solution (0.95 mol/L, 36.5 mL, 34.7 mmol) and DMF (1.85 mL, 23.9 mmol), followed by purification by flash column chromatography (hexane/ethyl acetate=4/1 to 7/3 to 6/4). The obtained solid was purified by slurry using isopropylether and hexane to obtain 4... The reactants are C([O-])([O-])=O.[Li+].[Li+] (lithium carbonate), ClC1=C(C#N)C=CC(=C1CC)F (2-chloro-4-fluoro-3-ethylbenzonitrile), O[C@@H]1[C@@H](NCC1)C ((2S,3S)-3-hydroxy-2-methylpyrrolidine). Yields the product ClC1=C(C#N)C=CC(=C1CC)N1[C@H]([C@H](CC1)O)C (2-chloro-3-ethyl-4-[(2S,3S)-3-hydroxy-2-methylpyrrolidin-1-yl]benzonitrile), solid. As a reaction SMILES: [Cl:1][C:2]1[C:9]([CH2:10][CH3:11])=[C:8](F)[CH:7]=[CH:6][C:3]=1[C:4]#[N:5].[OH:13][C@H:14]1[CH2:18][CH2:17][NH:16][C@H:15]1[CH3:19].C(=O)([O-])[O-].[Li+].[Li+]>>[Cl:1][C:2]1[C:9]([CH2:10][CH3:11])=[C:8]([N:16]2[CH2:17][CH2:18][C@H:14]([OH:13])[C@@H:15]2[CH3:19])[CH:7]=[CH:6][C:3]=1[C:4]#[N:5] |f:2.3.4|. Procedure: Using 2-chloro-4-fluoro-3-ethylbenzonitrile (1.01 g), (2S,3S)-3-hydroxy-2-methylpyrrolidine (8.25 mmol) and lithium carbonate (813 mg), the title compound was obtained as a colorless solid (yield: 147 mg) by an operation similar to that in Example 3. Starting materials: ClC1=C(C=C(C=C1)O)C(C(C(F)(F)F)(O)C=1C=CC(N(C1)C)=O)C (5-[2-(2-chloro-5-hydroxy-phenyl)-1-hydroxy-1-trifluoromethyl-propyl]-1-methyl-1H-pyridin-2-one), ClC1=C(C=C(C=C1)B(O)O)C(=O)OCC (4-chloro-3-ethoxycarbonylphenylboronic acid). Reagents/catalysts: C(C)(=O)[O-].[Cu+2].C(C)(=O)[O-] (copper-(II)-acetate). The solvent is N1=CC=CC=C1 (pyridine). The product is C(C)OC(C1=C(C=CC(=C1)OC1=CC(=C(C=C1)Cl)C(C(C(F)(F)F)(C1=CN(C(C=C1)=O)C)O)C)Cl)=O (2-Chloro-5-{4-chloro-3-[3,3,3-trifluoro-2-hydroxy-1-methyl-2-(1-methyl-6-oxo-1,6-dihydro-pyridin-3-yl)-propyl]-phenoxy}-benzoic acid ethyl ester). As a reaction SMILES: [Cl:1][C:2]1[CH:7]=[CH:6][C:5]([OH:8])=[CH:4][C:3]=1[CH:9]([CH3:24])[C:10]([C:16]1[CH:17]=[CH:18][C:19](=[O:23])[N:20]([CH3:22])[CH:21]=1)([OH:15])[C:11]([F:14])([F:13])[F:12].[Cl:25][C:26]1[CH:31]=[CH:30][C:29](B(O)O)=[CH:28][C:27]=1[C:35]([O:37][CH2:38][CH3:39])=[O:36]>C([O-])(=O)C.[Cu+2].C([O-])(=O)C.N1C=CC=CC=1>[CH2:38]([O:37][C:35](=[O:36])[C:27]1[CH:28]=[C:29]([O:8][C:5]2[CH:6]=[CH:7][C:2]([Cl:1])=[C:3]([CH:9]([CH3:24])[C:10]([OH:15])([C:16]3[CH:17]=[CH:18][C:19](=[O:23])[N:20]([CH3:22])[CH:21]=3)[C:11]([F:13])([F:14])[F:12])[CH:4]=2)[CH:30]=[CH:31][C:26]=1[Cl:25])[CH3:39] |f:2.3.4|. Reported procedure: In analogy to Example 151, step 8, 5-[2-(2-chloro-5-hydroxy-phenyl)-1-hydroxy-1-trifluoromethyl-propyl]-1-methyl-1H-pyridin-2-one (Example 189, step 5) was reacted with 4-chloro-3-ethoxycarbonylphenylboronic acid, copper-(II)-acetate and pyridine to give the title compound as a colorless foam. MS (m/e)=544.2 [M+H+]. Reactants: carboxylic acid, C1(=CC=CC=C1)C(CNCC[C@H](OC=1C=C(C=CC1)CC(=O)O)C)C1=CC=CC=C1 ((R)-2-(3-{3-[(2,2-diphenylethyl)amino]-1-methyl-propoxy}-phenyl)acetic acid), ClC1=C(C=O)C=CC=C1C(F)(F)F (2-chloro-3-trifluoromethylbenzaldehyde), COC1=C(C=O)C=CC(=C1)OC (2,4-dimethoxybenzaldehyde), COC(C)=O (acetic acid methyl ester), Cl.CCOCC (HCl Et2O). Run in CCOCC (Et2O). Product: Cl.COC1=C(CN(CC[C@H](OC=2C=C(C=CC2)CC(=O)O)C)CC(C2=CC=CC=C2)C2=CC=CC=C2)C=CC(=C1)OC ((R)-2-(3-{3-[[2,4-dimethoxybenzyl](2,2-diphenylethyl)amino]-1-methyl-propoxy}-phenyl)acetic acid hydrochloride salt). As a reaction SMILES: [C:1]1([CH:7]([C:25]2[CH:30]=[CH:29][CH:28]=[CH:27][CH:26]=2)[CH2:8][NH:9][CH2:10][CH2:11][C@@H:12]([CH3:24])[O:13][C:14]2[CH:15]=[C:16]([CH2:20][C:21]([OH:23])=[O:22])[CH:17]=[CH:18][CH:19]=2)[CH:6]=[CH:5][CH:4]=[CH:3][CH:2]=1.[CH3:31][O:32][C:33]1[CH:40]=[C:39]([O:41][CH3:42])[CH:38]=[CH:37][C:34]=1[CH:35]=O.COC(=O)C.[Cl:48]C1C(C(F)(F)F)=CC=CC=1C=O.Cl.CCOCC>CCOCC>[ClH:48].[CH3:31][O:32][C:33]1[CH:40]=[C:39]([O:41][CH3:42])[CH:38]=[CH:37][C:34]=1[CH2:35][N:9]([CH2:8][CH:7]([C:1]1[CH:2]=[CH:3][CH:4]=[CH:5][CH:6]=1)[C:25]1[CH:26]=[CH:27][CH:28]=[CH:29][CH:30]=1)[CH2:10][CH2:11][C@@H:12]([CH3:24])[O:13][C:14]1[CH:15]=[C:16]([CH2:20][C:21]([OH:23])=[O:22])[CH:17]=[CH:18][CH:19]=1 |f:4.5,7.8|. Procedure details: Following the procedure of Example 7(d) except (R)-2-(3-{3-[(2,2-diphenylethyl)amino]-1-methyl-propoxy}-phenyl)acetic acid and 2,4-dimethoxybenzaldehyde were used instead of (R)-2-(3-{3-(2,2-diphenylethyl)amino]-3-methyl-propoxy}-phenyl)acetic acid methyl ester and 2-chloro-3-trifluoromethylbenzaldehyde in step (d) the corresponding carboxylic acid was obtained. The crude product was purified by preparative HPLC (TMC CombiPrep PDS, 75×30 mm, 25 mL/min, acetonitrile: H2O, UV detection at 254 nm) ... Starting materials: C(C)(=O)OC(C)=O (acetic anhydride), C1(=CC=C(C=C1)S(=O)(=O)O)C (p-toluenesulphonic acid), C=CC/C=C\C/C=C\CCCCCCCC1=CC=CC(=C1)O (cardanol). Conditions: time 30 minute. Product: C(C)(=O)OC1=CC(=CC=C1)CCCCCCCC=CCC=CCC=C (1-acetoxy-3-(8,11,14-pentadecatrienyl) benzene). RXN SMILES: [C:1]([O:4][C:5](=[O:7])[CH3:6])(=O)[CH3:2].C1(C)C=CC(S(O)(=O)=O)=CC=1.[CH2:19]=[CH:20][CH2:21]/[CH:22]=[CH:23]\[CH2:24]/[CH:25]=[CH:26]\[CH2:27][CH2:28][CH2:29][CH2:30][CH2:31][CH2:32][CH2:33][C:34]1C=C(O)[CH:37]=[CH:36][CH:35]=1>>[C:5]([O:4][C:1]1[CH:19]=[CH:20][CH:21]=[C:22]([CH2:23][CH2:24][CH2:25][CH2:26][CH2:27][CH2:28][CH2:29][CH:30]=[CH:31][CH2:32][CH:33]=[CH:34][CH2:35][CH:36]=[CH2:37])[CH:2]=1)(=[O:7])[CH3:6]. Procedure details: A mixture of acetic anhydride (0.1 mol, 15 ml) and p-toluenesulphonic acid (PTSA, 3.15 mol %, 0.6 g) were taken in a two necked RB flask and double distilled cardanol (0.1 mol, 30 g) was added dropwise with stirring over a period of 30 minutes at ambient conditions. The reaction was continued for 8-12 h. The product (AC) was washed free of acetic acid and catalyst with water and dried.